The task is: describe an organic reaction: reactants, conditions, products, and yield. This data is from the Open Reaction Database (ORD), a public repository of structured organic reaction records. Reactants: S(=O)(=O)([O-])[O-].[Na+].[Na+] (sodium sulfate), CON1CCC(CC1)SC1=CN(C2=CC=C(C=C12)C(=O)N)C (3-[(1-methoxypiperidin-4-yl)thio]-1-methyl-1H-indole-5-carboxamide), [H-].[Al+3].[Li+].[H-].[H-].[H-] (lithium aluminum hydride). Solvent: C1CCOC1 (THF), C1CCOC1 (THF). Conditions: time 10 hour. Yields the product CON1CCC(CC1)SC1=CN(C2=CC=C(C=C12)CN)C (3-[(1-methoxypiperidin-4-yl)thio]-1-methyl-1H-indole-5-methanamine). Yield: 58.8%. Reaction SMILES: [CH3:1][O:2][N:3]1[CH2:8][CH2:7][CH:6]([S:9][C:10]2[C:18]3[C:13](=[CH:14][CH:15]=[C:16]([C:19]([NH2:21])=O)[CH:17]=3)[N:12]([CH3:22])[CH:11]=2)[CH2:5][CH2:4]1.[H-].[Al+3].[Li+].[H-].[H-].[H-].S([O-])([O-])(=O)=O.[Na+].[Na+]>C1COCC1>[CH3:1][O:2][N:3]1[CH2:8][CH2:7][CH:6]([S:9][C:10]2[C:18]3[C:13](=[CH:14][CH:15]=[C:16]([CH2:19][NH2:21])[CH:17]=3)[N:12]([CH3:22])[CH:11]=2)[CH2:5][CH2:4]1 |f:1.2.3.4.5.6,7.8.9|. Procedure details: A solution of 3-[(1-methoxypiperidin-4-yl)thio]-1-methyl-1H-indole-5-carboxamide (3.2 g, prepared in Example 73) in dry THF (40 ml) is added dropwise at 0° C. to a suspension of lithium aluminum hydride (LiAlH4, 1.2 g) in anhydrous THF (200 ml). After 10 hours at room temperature, the reaction mixture is hydrolyzed at 0° C. by the addition of a saturated solution of sodium sulfate. After filtration on Celite, the solution is concentrated, taken up with ether and extracted with a dilute solution ...